From a dataset of the Open Reaction Database (ORD), a public repository of structured organic reaction records. describe an organic reaction: reactants, conditions, products, and yield Reactants: C(=S)N (thioformamide), C(C)OC(C(C(=O)C1=C(C=CC=C1)OC)Br)=O (2-bromo-3-(2-methoxyphenyl)-3-oxo-propionic acid ethyl ester). The solvent is CCO (EtOH), C(C)O (ethanol). Conditions: time 72 hour. Yields the product C(C)OC(=O)C1=C(N=CS1)C1=C(C=CC=C1)OC (4-(2-methoxy-phenyl)-thiazole-5-carboxylic acid ethyl ester). As a reaction SMILES: [CH:1]([NH2:3])=[S:2].[CH2:4]([O:6][C:7](=[O:20])[CH:8](Br)[C:9]([C:11]1[CH:16]=[CH:15][CH:14]=[CH:13][C:12]=1[O:17][CH3:18])=O)[CH3:5]>CCO>[CH2:4]([O:6][C:7]([C:8]1[S:2][CH:1]=[N:3][C:9]=1[C:11]1[CH:16]=[CH:15][CH:14]=[CH:13][C:12]=1[O:17][CH3:18])=[O:20])[CH3:5]. Reported procedure: To a 0° C. solution of thioformamide (prepared according to Eur. J. Med. Chem. 2004, 39, 867-872) (0.70 g, 11.5 mmol) in absolute EtOH (1 ml) was added a solution of 2-bromo-3-(2-methoxyphenyl)-3-oxo-propionic acid ethyl ester (2.4 g, 7.97 mmol) in ethanol abs. (9 ml) in drops. The reaction mixture was stirred at room temperature for 72 hours. After quenching with water and extraction with chloroform, the organics were dried over Na2SO4 and evaporated. Flash chromatography on SiO2 gel (petroleum... Reactants: O=C([O-])[O-], CC(=O)Oc1c(C(C)(C)C)cc2c(c1C(C)(C)C)CC(C)(CI)S2, CN(C)C=O, CNC, Cl, [K+], [K+], O. Yields the product CC(=O)Oc1c(C(C)(C)C)cc2c(c1C(C)(C)C)CC(C)(CN(C)C)S2. RXN SMILES: [C:34](=[O:35])([O-:36])[O-:37].[C:6]([CH3:7])(=[O:8])[O:9][c:10]1[c:11]([C:26]([CH3:27])([CH3:28])[CH3:29])[cH:12][c:13]2[c:14]([c:21]1[C:22]([CH3:23])([CH3:24])[CH3:25])[CH2:15][C:16]([CH3:18])([CH2:19][I:20])[S:17]2.[CH3:1][N:2]([CH:3]=[O:4])[CH3:5].[CH3:31][NH:32][CH3:33].[ClH:30].[K+:38].[K+:39].[OH2:40]>>[CH3:1][N:2]([CH2:3][C:16]1([CH3:18])[CH2:15][c:14]2[c:13]([cH:12][c:11]([C:26]([CH3:27])([CH3:28])[CH3:29])[c:10]([O:9][C:6]([CH3:7])=[O:8])[c:21]2[C:22]([CH3:23])([CH3:24])[CH3:25])[S:17]1)[CH3:5]. The reactants are COC(=O)c1cc(Cl)ccc1NC(=O)COCC(=O)O, Nc1cccc(-c2ccc(F)cc2)c1. The product is COC(=O)c1cc(Cl)ccc1NC(=O)COCC(=O)Nc1cccc(-c2ccc(F)cc2)c1. RXN SMILES: [Cl:15][c:16]1[cH:17][c:18]([C:31](=[O:32])[O:33][CH3:34])[c:19]([NH:22][C:23]([CH2:24][O:25][CH2:26][C:27](=[O:28])[OH:29])=[O:30])[cH:20][cH:21]1.[F:1][c:2]1[cH:3][cH:4][c:5](-[c:8]2[cH:9][c:10]([NH2:14])[cH:11][cH:12][cH:13]2)[cH:6][cH:7]1>>[F:1][c:2]1[cH:3][cH:4][c:5](-[c:8]2[cH:9][c:10]([NH:14][C:27]([CH2:26][O:25][CH2:24][C:23]([NH:22][c:19]3[c:18]([C:31](=[O:32])[O:33][CH3:34])[cH:17][c:16]([Cl:15])[cH:21][cH:20]3)=[O:30])=[O:28])[cH:11][cH:12][cH:13]2)[cH:6][cH:7]1. The solvent is ClCCl (dichloromethane), C(C)N(CC)CC (Triethylamine), C1CCOC1 (THF). Yields the product FCS(=O)(=O)N1CCC(CC1)N (1-(fluoromethylsulfonyl)piperidin-4-amine). Conditions: time 8 hour. Reaction SMILES: [NH:1]1[CH2:6][CH2:5][CH:4]([NH:7]C(=O)OCC2C=CC=CC=2)[CH2:3][CH2:2]1.[CH3:18][S:19](Cl)(=[O:21])=[O:20].Cl.C1C=CC(S(N(S(C2C=CC=CC=2)(=O)=O)[F:34])(=O)=O)=CC=1.[Cl-].[NH4+]>C1COCC1.ClCCl.C(N(CC)CC)C>[F:34][CH2:18][S:19]([N:1]1[CH2:6][CH2:5][CH:4]([NH2:7])[CH2:3][CH2:2]1)(=[O:21])=[O:20] |f:4.5|. Procedure details: Triethylamine (10 mL) was added to a dichloromethane (90 mL) solution of Benzyl piperidin-4-ylcarbamate (5.09 g) at 0° C. followed by the dropwise addition of methanesulfonyl chloride (which may be referred to as sbo1; 3 mL; TCI) and the resulting mixture was slowly stirred overnight with raising to room temperature. 1 N Hydrochloric acid (90 mL; WAKO) was added to the reaction mixture solution, the resulting mixture was stirred for approx. 10 minute, the resulting mixture was extracted with chl... Reactants: N1CCC(CC1)NC(OCC1=CC=CC=C1)=O (Benzyl piperidin-4-ylcarbamate), [Cl-].[NH4+] (ammonium chloride), C1=CC=C(C=C1)S(=O)(=O)N(F)S(=O)(=O)C2=CC=CC=C2 (N-fluorobenzenesulfonimide), CS(=O)(=O)Cl (methanesulfonyl chloride), Cl (Hydrochloric acid). Reactants: C1COCCN1, CC1(C)OB(c2cncc(C=O)c2)OC1(C)C, CCS(=O)(=O)N1CCC(c2c[nH]c3c(C(N)=O)cc(-c4cncc(CNCC5CC5)c4)cc23)CC1. Product: CC1(C)OB(c2cncc(CN3CCOCC3)c2)OC1(C)C. Reaction SMILES: [CH2:53]1[CH2:54][O:55][CH2:56][CH2:57][NH:58]1.[CH3:36][C:37]1([CH3:52])[O:38][B:39]([c:44]2[cH:45][c:46]([CH:50]=[O:51])[cH:47][n:48][cH:49]2)[O:40][C:41]1([CH3:42])[CH3:43].[CH:1]1([CH2:2][NH:3][CH2:4][c:5]2[cH:6][c:7](-[c:8]3[cH:9][c:10]4[c:11]([c:12]([C:13]([NH2:14])=[O:15])[cH:16]3)[nH:17][cH:18][c:19]4[CH:20]3[CH2:21][CH2:22][N:23]([S:24]([CH2:25][CH3:26])(=[O:27])=[O:28])[CH2:29][CH2:30]3)[cH:31][n:32][cH:33]2)[CH2:34][CH2:35]1>>[CH3:36][C:37]1([CH3:52])[O:38][B:39]([c:44]2[cH:45][c:46]([CH2:50][N:58]3[CH2:53][CH2:54][O:55][CH2:56][CH2:57]3)[cH:47][n:48][cH:49]2)[O:40][C:41]1([CH3:42])[CH3:43]. The reactants are [Al+3], COC(=O)C1CCC(OCCO[Si](c2ccccc2)(c2ccccc2)C(C)(C)C)CC1, CCOCC, [H-], [H-], [H-], [H-], [K+], [Li+], [OH-], O. Yields the product CC(C)(C)[Si](OCCOC1CCC(CO)CC1)(c1ccccc1)c1ccccc1. As a reaction SMILES: [Al+3:33].[C:1]([CH3:2])([CH3:3])([CH3:4])[Si:5]([O:6][CH2:7][CH2:8][O:9][CH:10]1[CH2:11][CH2:12][CH:13]([C:16](=[O:17])[O:18][CH3:19])[CH2:14][CH2:15]1)([c:20]1[cH:21][cH:22][cH:23][cH:24][cH:25]1)[c:26]1[cH:27][cH:28][cH:29][cH:30][cH:31]1.[CH3:41][CH2:42][O:43][CH2:44][CH3:45].[H-:32].[H-:35].[H-:36].[H-:37].[K+:40].[Li+:34].[OH-:39].[OH2:38]>>[C:1]([CH3:2])([CH3:3])([CH3:4])[Si:5]([O:6][CH2:7][CH2:8][O:9][CH:10]1[CH2:11][CH2:12][CH:13]([CH2:16][OH:17])[CH2:14][CH2:15]1)([c:20]1[cH:21][cH:22][cH:23][cH:24][cH:25]1)[c:26]1[cH:27][cH:28][cH:29][cH:30][cH:31]1.